Dataset: the Open Reaction Database (ORD), a public repository of structured organic reaction records. Task: describe an organic reaction: reactants, conditions, products, and yield Starting materials: NCCCCN1C=NC=2C(=NC=3C=CC=CC3C21)N (1-(4-aminobutyl)-1H-imidazo[4,5-c]quinolin4-amine), COC1=C(C(=O)Cl)C=CC(=N1)OC (2,6-dimethoxynicotinoyl chloride). Product: NC1=NC=2C=CC=CC2C2=C1N=CN2CCCCNC(C2=C(N=C(C=C2)OC)OC)=O (N3-[4-(4-amino-1H-imidazo[4,5-c]quinolin-1-yl)butyl]-2,6-dimethoxynicotinamide). As a reaction SMILES: [NH2:1][CH2:2][CH2:3][CH2:4][CH2:5][N:6]1[C:18]2[C:17]3[CH:16]=[CH:15][CH:14]=[CH:13][C:12]=3[N:11]=[C:10]([NH2:19])[C:9]=2[N:8]=[CH:7]1.[CH3:20][O:21][C:22]1[N:30]=[C:29]([O:31][CH3:32])[CH:28]=[CH:27][C:23]=1[C:24](Cl)=[O:25]>>[NH2:19][C:10]1[C:9]2[N:8]=[CH:7][N:6]([CH2:5][CH2:4][CH2:3][CH2:2][NH:1][C:24](=[O:25])[C:23]3[CH:27]=[CH:28][C:29]([O:31][CH3:32])=[N:30][C:22]=3[O:21][CH3:20])[C:18]=2[C:17]2[CH:16]=[CH:15][CH:14]=[CH:13][C:12]=2[N:11]=1. Procedure: According to the general method of Example 14, 1-(4-aminobutyl)-1H-imidazo[4,5-c]quinolin4-amine and 2,6-dimethoxynicotinoyl chloride were combined to provide N3-[4-(4-amino-1H-imidazo[4,5-c]quinolin-1-yl)butyl]-2,6-dimethoxynicotinamide as an off white powder, m.p. 175.0-177.0° C. 1H NMR (300 MHz, DMSO-d6) δ 8.21 (s, 1H), 8.11-8.02 (m, 3H), 7.62 (d, J=8.2 Hz, 1H), 7.42 (t, J=7.5 Hz, 1H), 7.20 (t, J=7.5 Hz, 1H), 6.58 (broad s, 2H), 6.46 (d, J=8.3 Hz, 1H), 4.63 (t, J=7.0 Hz, 2H), 3.90 (s, 3H), 3.... The reactants are O=C([O-])[O-], CCCC1CCC(C2CCC(CCc3ccc(Br)cc3)CC2)CC1, Cc1ccccc1, CCO, OB(O)Oc1ccc(C(F)(F)F)cc1, [Na+], [Na+]. Product: CCCC1CCC(C2CCC(CCc3ccc(-c4ccc(C(F)(F)F)cc4)cc3)CC2)CC1. Reaction SMILES: [C:39](=[O:40])([O-:41])[O-:42].[CH2:1]([CH2:2][CH3:3])[CH:4]1[CH2:5][CH2:6][CH:7]([CH:10]2[CH2:11][CH2:12][CH:13]([CH2:16][CH2:17][c:18]3[cH:19][cH:20][c:21]([Br:24])[cH:22][cH:23]3)[CH2:14][CH2:15]2)[CH2:8][CH2:9]1.[CH3:45][c:46]1[cH:47][cH:48][cH:49][cH:50][cH:51]1.[CH3:52][CH2:53][OH:54].[F:25][C:26]([c:27]1[cH:28][cH:29][c:30]([O:33][B:34]([OH:35])[OH:36])[cH:31][cH:32]1)([F:37])[F:38].[Na+:43].[Na+:44]>>[CH2:1]([CH2:2][CH3:3])[CH:4]1[CH2:5][CH2:6][CH:7]([CH:10]2[CH2:11][CH2:12][CH:13]([CH2:16][CH2:17][c:18]3[cH:19][cH:20][c:21](-[c:30]4[cH:29][cH:28][c:27]([C:26]([F:25])([F:37])[F:38])[cH:32][cH:31]4)[cH:22][cH:23]3)[CH2:14][CH2:15]2)[CH2:8][CH2:9]1. Reactants: BrC=1C(=NC=CC1)C(=O)N[C@@H]1[C@H](CCC1)NC1=NC=C(N=C1)C(F)(F)F (3-Bromo-N-[(1S,2S)-2-{[5-(trifluoromethyl)pyrazin-2-yl]amino}cyclopentyl]pyridine-2-carboxamide), CN[C@H]1[C@@H](CCCC1)NC (trans-1-N,2-N-dimethylcyclohexane-1,2-diamine), N1N=CC=C1 (1H-pyrazole), C([O-])([O-])=O.[Cs+].[Cs+] (cesium carbonate). Reagents/catalysts: [Cu]I (copper (I) iodide). The solvent is CN(C)C=O (DMF), C(C)(=O)OCC (ethyl acetate). Yields the product N1(N=CC=C1)C=1C(=NC=CC1)C(=O)N[C@@H]1[C@H](CCC1)NC1=NC=C(N=C1)C(F)(F)F (3-(1H-Pyrazol-1-yl)-N-[(1S,2S)-2-{[5-(trifluoromethyl)pyrazin-2-yl]amino}cyclopentyl]pyridine-2-carboxamide). Reaction SMILES: Br[C:2]1[C:3]([C:8]([NH:10][C@H:11]2[CH2:15][CH2:14][CH2:13][C@@H:12]2[NH:16][C:17]2[CH:22]=[N:21][C:20]([C:23]([F:26])([F:25])[F:24])=[CH:19][N:18]=2)=[O:9])=[N:4][CH:5]=[CH:6][CH:7]=1.[NH:27]1[CH:31]=[CH:30][CH:29]=[N:28]1.C(=O)([O-])[O-].[Cs+].[Cs+].CN[C@@H]1CCCC[C@H]1NC>CN(C=O)C.C(OCC)(=O)C.[Cu]I>[N:27]1([C:2]2[C:3]([C:8]([NH:10][C@H:11]3[CH2:15][CH2:14][CH2:13][C@@H:12]3[NH:16][C:17]3[CH:22]=[N:21][C:20]([C:23]([F:26])([F:25])[F:24])=[CH:19][N:18]=3)=[O:9])=[N:4][CH:5]=[CH:6][CH:7]=2)[CH:31]=[CH:30][CH:29]=[N:28]1 |f:2.3.4|. Reported procedure: A solution of 3-bromo-N-[(1S,2S)-2-{[5-(trifluoromethyl)pyrazin-2-yl]amino}cyclopentyl]pyridine-2-carboxamide (Example 28; 100 mg, 0.23 mmol), 1H-pyrazole (CAS number 288-13-1; 32 mg, 0.47 mmol), cesium carbonate (151 mg, 0.47 mmol), copper (I) iodide (2.2 mg, 0.012 mmol) and trans-1-N,2-N-dimethylcyclohexane-1,2-diamine (1.7 mg, 0.012 mmol) in dry DMF (0.8 ml) was subjected to microwave irradiation at 120° C. for 1 hour. The reaction mixture was diluted with ethyl acetate and washed with water ... Starting materials: FC=1C=CC\2=C(OCC3=C(/C2=C(\C#N)/C)C=CC(=C3)CC3=C(N=C(NC3=O)C)CCC)C1 ((E)-2-{3-fluoro-8-[(2-methyl-6-oxo-4-propyl-1,6-dihydropyrimidin-5-yl)methyl]dibenzo[b,e]oxepin-11(6H)-ylidene}propanenitrile), P(=O)(Cl)(Cl)Cl (phosphorus oxychloride). Conditions: temperature 100 celsius, time 2 hour. The product is ClC1=NC(=NC(=C1CC1=CC2=C(/C(/C3=C(OC2)C=C(C=C3)F)=C(\C#N)/C)C=C1)CCC)C ((E)-2-{8-[(4-chloro-2-methyl-6-propylpyrimidin-5-yl)methyl]-3-fluorodibenzo[b,e]oxepin-11(6H)-ylidene}propanenitrile). Isolated yield 97.1%. Reaction SMILES: [F:1][C:2]1[CH:3]=[CH:4][C:5]2=[C:6]([CH:32]=1)[O:7][CH2:8][C:9]1[CH:19]=[C:18]([CH2:20][C:21]3[C:26](=O)[NH:25][C:24]([CH3:28])=[N:23][C:22]=3[CH2:29][CH2:30][CH3:31])[CH:17]=[CH:16][C:10]=1/[C:11]/2=[C:12](/[CH3:15])\[C:13]#[N:14].P(Cl)(Cl)([Cl:35])=O>>[Cl:35][C:26]1[C:21]([CH2:20][C:18]2[CH:17]=[CH:16][C:10]3/[C:11](=[C:12](/[CH3:15])\[C:13]#[N:14])/[C:5]4[CH:4]=[CH:3][C:2]([F:1])=[CH:32][C:6]=4[O:7][CH2:8][C:9]=3[CH:19]=2)=[C:22]([CH2:29][CH2:30][CH3:31])[N:23]=[C:24]([CH3:28])[N:25]=1. Procedure: [step 3] (E)-2-{3-fluoro-8-[(2-methyl-6-oxo-4-propyl-1,6-dihydropyrimidin-5-yl)methyl]dibenzo[b,e]oxepin-11(6H)-ylidene}propanenitrile (960 mg, 2.23 mmol) obtained in step 2 was dissolved in phosphorus oxychloride (2.5 mL, 26.8 mmol), and the mixture was stirred at 100° C. for 2 hr. The mixture was concentrated under reduced pressure, and the obtained residue was purified by silica gel column chromatography (hexane/ethyl acetate=1/1 v/v) to give (E)-2-{8-[(4-chloro-2-methyl-6-propylpyrimidin-5-y... Reactants: O1C(=NC=C1)CC1=C(C=CC(=C1)NC(C(F)(F)F)=O)S(=O)(=O)Cl (2-(oxazol-2-ylmethyl)-4-(2,2,2-trifluoroacetamido)benzene-1-sulfonyl chloride), NC=1C=CC2=C(B(OC2)O)C1 (6-aminobenzo[c][1,2]oxaborol-1(3H)-ol), N1=CC=CC=C1 (pyridine). Solvent: C(C)#N (ACN). Run at time 3 hour. The product is NC1=CC(=C(C=C1)S(=O)(=O)NC=1C=CC2=C(B(OC2)O)C1)CC=1OC=CN1 (4-Amino-N-(1-hydroxy-1,3-dihydrobenzo[c][1,2]oxaborol-6-yl)-2-(oxazol-2-ylmethyl)benzenesulfonamide), residue. Isolated yield 92.0%. RXN SMILES: [O:1]1[CH:5]=[CH:4][N:3]=[C:2]1[CH2:6][C:7]1[CH:12]=[C:11]([NH:13]C(=O)C(F)(F)F)[CH:10]=[CH:9][C:8]=1[S:20](Cl)(=[O:22])=[O:21].[NH2:24][C:25]1[CH:26]=[CH:27][C:28]2[CH2:32][O:31][B:30]([OH:33])[C:29]=2[CH:34]=1.N1C=CC=CC=1>C(#N)C>[NH2:13][C:11]1[CH:10]=[CH:9][C:8]([S:20]([NH:24][C:25]2[CH:26]=[CH:27][C:28]3[CH2:32][O:31][B:30]([OH:33])[C:29]=3[CH:34]=2)(=[O:21])=[O:22])=[C:7]([CH2:6][C:2]2[O:1][CH:5]=[CH:4][N:3]=2)[CH:12]=1. Procedure: To a stirred solution of 2-(oxazol-2-ylmethyl)-4-(2,2,2-trifluoroacetamido)benzene-1-sulfonyl chloride (450 mg, 1.2 mmol) and 6-aminobenzo[c][1,2]oxaborol-1(3H)-ol (212 mg, 1.42 mmol) in 10 mL of ACN was added pyridine (228 uL, 2.8 mmol) dropwise. The reaction mixture was stirred at room temperature for 3 hours. After the mixture was concentrated, the residue was extracted with ethyl acetate and washed with water, 1N HCl and brine. The organic layer was dried over Na2SO4 and concentrated to give... The reactants are CCO, Cc1cc([N+](=O)[O-])cc(C)c1Cl, Cc1ccc([N+](=O)[O-])c(C)c1Cl, Cl, [Na+], [OH-], O, Cl[Sn]Cl. The product is Cc1ccc(N)c(C)c1Cl. Reaction SMILES: [CH3:30][CH2:31][OH:32].[Cl:13][c:14]1[c:15]([CH3:16])[cH:17][c:18]([N+:19]([O-:20])=[O:21])[cH:22][c:23]1[CH3:24].[Cl:1][c:2]1[c:3]([CH3:12])[cH:4][cH:5][c:6]([N+:9]([O-:10])=[O:11])[c:7]1[CH3:8].[ClH:33].[Na+:29].[OH-:28].[OH2:34].[Sn:25]([Cl:26])[Cl:27]>>[Cl:1][c:2]1[c:3]([CH3:12])[cH:4][cH:5][c:6]([NH2:9])[c:7]1[CH3:8]. As a reaction SMILES: [CH3:18][C:19](=[O:20])[OH:21].[CH3:5][O:6][C:7]([c:8]1[c:9]([F:16])[c:10]([F:15])[c:11]([OH:14])[cH:12][cH:13]1)=[O:17].[OH:1][N+:2]([O-:3])=[O:4]>>[O-:1][N+:2](=[O:4])[c:12]1[c:11]([OH:14])[c:10]([F:15])[c:9]([F:16])[c:8]([C:7]([O:6][CH3:5])=[O:17])[cH:13]1. Starting materials: CC(=O)O, COC(=O)c1ccc(O)c(F)c1F, O=[N+]([O-])O. The product is COC(=O)c1cc([N+](=O)[O-])c(O)c(F)c1F.